Task: describe an organic reaction: reactants, conditions, products, and yield. Dataset: the Open Reaction Database (ORD), a public repository of structured organic reaction records The reactants are O=C1Cc2cccc(Cl)c2N1, O, O=[N+]([O-])O, O=S(=O)(O)O. Product: O=C1Cc2cc([N+](=O)[O-])cc(Cl)c2N1. Reaction SMILES: [Cl:1][c:2]1[cH:3][cH:4][cH:5][c:6]2[c:10]1[NH:9][C:8](=[O:11])[CH2:7]2.[OH2:16].[OH:12][N+:13]([O-:14])=[O:15].[S:17](=[O:18])(=[O:19])([OH:20])[OH:21]>>[Cl:1][c:2]1[cH:3][c:4]([N+:13](=[O:12])[O-:14])[cH:5][c:6]2[c:10]1[NH:9][C:8](=[O:11])[CH2:7]2. Starting materials: C(F)(F)(C(F)(F)C(F)(F)C(F)(F)C(F)(F)F)C(=O)OC (C5F11COOCH3), NCCO (NH2C2H4OH). Run in CO (methanol). Yields the product C(F)(F)(C(F)(F)C(F)(F)C(F)(F)C(F)(F)F)C(=O)NCCO (C5F11CONHC2H4OH). As a reaction SMILES: [C:1]([C:17](OC)=[O:18])([C:4]([C:7]([C:10]([C:13]([F:16])([F:15])[F:14])([F:12])[F:11])([F:9])[F:8])([F:6])[F:5])([F:3])[F:2].[NH2:21][CH2:22][CH2:23][OH:24]>CO>[C:1]([C:17]([NH:21][CH2:22][CH2:23][OH:24])=[O:18])([C:4]([C:7]([C:10]([C:13]([F:14])([F:15])[F:16])([F:11])[F:12])([F:9])[F:8])([F:6])[F:5])([F:3])[F:2]. Reported procedure: 1 mole each of C5F11COOCH3 (made by electrofluorination of hexanoyl chloride and subsequent reaction with methanol, 82 percent linear C5F11) and NH2C2H4OH was heated in methanol (about 200 mL) for 18 hours at 55-60° C. and stripped to provide 355.3 g C5F11CONHC2H4OH, 100 g of which was treated cautiously with 25 mL SOCl2 (obtained from Aldrich Chemical Company, Milwaukee, Wis.), heated for 18 hours at 55-60° C., and stripped to provide 102.1 g C5F11CONHC2H4Cl, 37.5 g of which was dissolved in 10... Starting materials: O=C(Cl)CCl, Nc1nc(=O)c2cnn3c2n1CC=C3c1cccc(C(F)(F)F)c1, C1CCOC1, O. The product is O=C(CCl)Nc1nc(=O)c2cnn3c2n1CC=C3c1cccc(C(F)(F)F)c1. Reaction SMILES: [Cl:25][CH2:26][C:27](=[O:28])[Cl:29].[NH2:1][c:2]1[n:3][c:4](=[O:24])[c:5]2[cH:6][n:7][n:8]3[c:13]2[n:12]1[CH2:11][CH:10]=[C:9]3[c:14]1[cH:15][c:16]([C:20]([F:21])([F:22])[F:23])[cH:17][cH:18][cH:19]1.[O:31]1[CH2:32][CH2:33][CH2:34][CH2:35]1.[OH2:30]>>[NH:1]([c:2]1[n:3][c:4](=[O:24])[c:5]2[cH:6][n:7][n:8]3[c:13]2[n:12]1[CH2:11][CH:10]=[C:9]3[c:14]1[cH:15][c:16]([C:20]([F:21])([F:22])[F:23])[cH:17][cH:18][cH:19]1)[C:27]([CH2:26][Cl:25])=[O:28]. Reactants: COC=1C=CC=C2C=CNC12 (7-methoxyindole), [H-].[Na+] (sodium hydride), BrCC1CCCCC1 (bromomethylcyclohexane). The solvent is CN(C=O)C (dimethylformamide). Conditions: time 42 hour. Yields the product C1(CCCCC1)CN1C=CC2=CC=CC(=C12)OC (1-(cyclohexyl)methyl-7-methoxy-1H-indole). The yield is 90.3%. As a reaction SMILES: [CH3:1][O:2][C:3]1[CH:4]=[CH:5][CH:6]=[C:7]2[C:11]=1[NH:10][CH:9]=[CH:8]2.[H-].[Na+].Br[CH2:15][CH:16]1[CH2:21][CH2:20][CH2:19][CH2:18][CH2:17]1>CN(C)C=O>[CH:16]1([CH2:15][N:10]2[C:11]3[C:7](=[CH:6][CH:5]=[CH:4][C:3]=3[O:2][CH3:1])[CH:8]=[CH:9]2)[CH2:21][CH2:20][CH2:19][CH2:18][CH2:17]1 |f:1.2|. Procedure details: To a solution of 7-methoxyindole (5.00 g, 34.0 mmol) in dimethylformamide (50 ml) under nitrogen was added sodium hydride (60% dispersion in mineral oil; 1.50 g, 37.4 mmol). The mixture was stirred at room temperature for 10 minutes before the addition of bromomethylcyclohexane (5.20 ml, 37.4 mmol). The resulting mixture was stirred at room temperature for 42 hours and then partitioned between ethyl acetate (150 ml) and water (150 ml). The aqueous layer was extracted with ethyl acetate (150 ml) ... Starting materials: CCCCN(CCN)CCCC, [Cl-], O=C(O)c1ccc(Cl)cc1Nc1ccnc2cc(Cl)ccc12. Yields the product CCCCN(CCCC)CCNC(=O)c1ccc(Cl)cc1Nc1ccnc2cc(Cl)ccc12. RXN SMILES: [CH2:24]([CH2:25][CH2:26][CH3:27])[N:28]([CH2:29][CH2:30][NH2:31])[CH2:32][CH2:33][CH2:34][CH3:35].[Cl-:23].[Cl:1][c:2]1[cH:3][c:4]([NH:11][c:12]2[cH:13][cH:14][n:15][c:16]3[cH:17][c:18]([Cl:22])[cH:19][cH:20][c:21]23)[c:5]([C:6](=[O:7])[OH:8])[cH:9][cH:10]1>>[Cl:1][c:2]1[cH:3][c:4]([NH:11][c:12]2[cH:13][cH:14][n:15][c:16]3[cH:17][c:18]([Cl:22])[cH:19][cH:20][c:21]23)[c:5]([C:6](=[O:8])[NH:31][CH2:30][CH2:29][N:28]([CH2:24][CH2:25][CH2:26][CH3:27])[CH2:32][CH2:33][CH2:34][CH3:35])[cH:9][cH:10]1.